From a dataset of the Open Reaction Database (ORD), a public repository of structured organic reaction records. describe an organic reaction: reactants, conditions, products, and yield Reactants: ClC1=CC=C(C=C1)C1=NOC2=C1CCC(CC2)C(=O)OC (methyl 3-(4-chlorophenyl)-5,6,7,8-tetrahydro-4H-cyclohept[d]isoxazole-6-carboxylate), [OH-].[K+] (potassium hydroxide). The solvent is CO (methanol), O (water). Yields the product ClC1=CC=C(C=C1)C1=NOC2=C1CCC(CC2)C(=O)O (3-(4-chlorophenyl)-5,6,7,8-tetrahydro-4H-cyclohept[d]isoxazole-6-carboxylic acid). As a reaction SMILES: [Cl:1][C:2]1[CH:7]=[CH:6][C:5]([C:8]2[C:12]3[CH2:13][CH2:14][CH:15]([C:18]([O:20]C)=[O:19])[CH2:16][CH2:17][C:11]=3[O:10][N:9]=2)=[CH:4][CH:3]=1.[OH-].[K+]>CO.O>[Cl:1][C:2]1[CH:3]=[CH:4][C:5]([C:8]2[C:12]3[CH2:13][CH2:14][CH:15]([C:18]([OH:20])=[O:19])[CH2:16][CH2:17][C:11]=3[O:10][N:9]=2)=[CH:6][CH:7]=1 |f:1.2|. Procedure details: 2.5 of methyl 3-(4-chlorophenyl)-5,6,7,8-tetrahydro-4H-cyclohept[d]isoxazole-6-carboxylate in 20 ml of methanol were treated with 1.5 g of potassium hydroxide in 2 ml water at 20° C. for 16 hours. After removing the methanol by evaporation, the residue was taken up in water. The aqueous-alkaline solution was washed with diethyl ether, acidified with 2N hydrochloric acid and extracted with diethyl ether. After drying over magnesium sulfate and evaporation, there were obtained 1.8 g of 3-(4-chloro...